This data is from the Open Reaction Database (ORD), a public repository of structured organic reaction records. The task is: describe an organic reaction: reactants, conditions, products, and yield Starting materials: CO, COC(=O)c1cccc(-c2cccc(NCCNCC(O)c3cc(Cl)cc(Cl)c3)c2)c1, Cl, Cl, Cl, [Li+], [OH-], O, O. The product is O=C(O)c1cccc(-c2cccc(NCCNCC(O)c3cc(Cl)cc(Cl)c3)c2)c1. RXN SMILES: [CH3:39][OH:40].[CH3:3][O:4][C:5](=[O:6])[c:7]1[cH:8][c:9](-[c:13]2[cH:14][c:15]([NH:19][CH2:20][CH2:21][NH:22][CH2:23][CH:24]([OH:25])[c:26]3[cH:27][c:28]([Cl:33])[cH:29][c:30]([Cl:32])[cH:31]3)[cH:16][cH:17][cH:18]2)[cH:10][cH:11][cH:12]1.[ClH:1].[ClH:2].[ClH:37].[Li+:36].[OH-:35].[OH2:34].[OH2:38]>>[O:4]=[C:5]([OH:6])[c:7]1[cH:8][c:9](-[c:13]2[cH:14][c:15]([NH:19][CH2:20][CH2:21][NH:22][CH2:23][CH:24]([OH:25])[c:26]3[cH:27][c:28]([Cl:33])[cH:29][c:30]([Cl:32])[cH:31]3)[cH:16][cH:17][cH:18]2)[cH:10][cH:11][cH:12]1. Starting materials: FC(CO)(F)F (2,2,2-trifluoroethanol), [H-].[Na+] (sodium hydride), BrCC(=O)OC (methyl 2-bromoacetate). The solvent is O1CCCC1 (tetrahydrofuran). Conditions: time 5 minute. Product: FC(COCC(=O)OC)(F)F (Methyl 2-(2,2,2-trifluoroethoxy)acetate). Isolated yield 73.4%. As a reaction SMILES: [H-].[Na+].[F:3][C:4]([F:8])([F:7])[CH2:5][OH:6].Br[CH2:10][C:11]([O:13][CH3:14])=[O:12]>O1CCCC1>[F:3][C:4]([F:8])([F:7])[CH2:5][O:6][CH2:10][C:11]([O:13][CH3:14])=[O:12] |f:0.1|. Procedure: To a mixture of sodium hydride (1.648 g, 68.66 mmol) in tetrahydrofuran (220 mL) at 0° C. was added 2,2,2-trifluoroethanol (5.0 mL, 68.66 mmol). After 5 minutes, the reaction was allowed to warm to room temperature and methyl 2-bromoacetate (6.2 mL, 65.39 mmol) was added. After stirring for 72 hours, the mixture was filtered through diatomaceous earth with ether washes. The filtrate was concentrated and distilled to afford the title compound as a colorless oil (8.26 g, 73%), bp 155°-60° C., MS(C... Procedure details: To a mixture of 0.38 g of 3-chloro-4-[5-(trifluoromethyl)benzofuran-2-yl]pyridine and 4 ml of chloroform was added 0.41 g of 70% m-chloroperbenzoic acid under ice-cooling. This mixture was stirred under ice-cooling for 30 minutes and subsequently at room temperature for 2 hours. The reaction mixture was diluted with chloroform, and sequentially washed with a 5% aqueous solution of sodium hydroxide and saturated brine. The organic layer was dried over magnesium sulfate, then concentrated under re... Reactants: ClC1=CC(=CC=C1)C(=O)OO (m-chloroperbenzoic acid), ClC=1C=NC=CC1C=1OC2=C(C1)C=C(C=C2)C(F)(F)F (3-chloro-4-[5-(trifluoromethyl)benzofuran-2-yl]pyridine). RXN SMILES: [Cl:1][C:2]1[CH:3]=[N:4][CH:5]=[CH:6][C:7]=1[C:8]1[O:9][C:10]2[CH:16]=[CH:15][C:14]([C:17]([F:20])([F:19])[F:18])=[CH:13][C:11]=2[CH:12]=1.ClC1C=CC=C(C(OO)=[O:29])C=1>C(Cl)(Cl)Cl>[Cl:1][C:2]1[CH:3]=[N+:4]([O-:29])[CH:5]=[CH:6][C:7]=1[C:8]1[O:9][C:10]2[CH:16]=[CH:15][C:14]([C:17]([F:18])([F:19])[F:20])=[CH:13][C:11]=2[CH:12]=1. Run in C(Cl)(Cl)Cl (chloroform), C(Cl)(Cl)Cl (chloroform). Product: ClC=1C=[N+](C=CC1C=1OC2=C(C1)C=C(C=C2)C(F)(F)F)[O-] (3-chloro-4-[5-(trifluoromethyl)benzofuran-2-yl]pyridine 1-oxide). The yield is 79.9%. Reactants: solution, [Li+].CC(C)[N-]C(C)C (LDA), C1CCOC1 (THF), C(CCC)Br (butyl bromide), C(C)OC(=O)C\C=C\CC(=O)OCC (trans-2-butene-1,4-dicarboxylic acid diethyl ester), [Cl-].[Li+] (lithium chloride), C1CCOC1 (THF). Run at temperature -78 celsius, time 45 minute. Yields the product C(C)OC(C(C=CC(C(=O)OCC)CCCC)CCCC)=O ((2RS,5SR)-2,5-dibutyl-hex-3-enedioic acid diethyl ester). The yield is 16.0%. RXN SMILES: [CH2:1]([O:3][C:4]([CH2:6]/[CH:7]=[CH:8]/[CH2:9][C:10]([O:12][CH2:13][CH3:14])=[O:11])=[O:5])[CH3:2].[Cl-].[Li+].[Li+].CC([N-]C(C)C)C.[CH2:25](Br)[CH2:26][CH2:27][CH3:28].[CH2:30]1[CH2:34]O[CH2:32][CH2:31]1>>[CH2:13]([O:12][C:10](=[O:11])[CH:9]([CH2:34][CH2:30][CH2:31][CH3:32])[CH:8]=[CH:7][CH:6]([CH2:25][CH2:26][CH2:27][CH3:28])[C:4]([O:3][CH2:1][CH3:2])=[O:5])[CH3:14] |f:1.2,3.4|. Procedure details: To a stirred solution of 2.0 g (9.99 mmol) trans-2-butene-1,4-dicarboxylic acid diethyl ester in 80 ml THF was added 2.54 g (59.9 mmol) anhydrous lithium chloride and the resulting suspension cooled to −78° C. 10.0 ml (20.0 mmol) of a 2 M solution of LDA in THF was added dropwise and stirring continued for 45 min. 2.2 ml (20.4 mmol) butyl bromide was then added and stirring continued for 15 min at −78° C., then 30 min at 0° C, and then 4 h at room temperature. The reaction was quenched by additi... Starting materials: BrC1=CC=C(C=C1)C=1OC(=CC1C(=O)O)C1=CC=C(C=C1)Br (2,5-bis(4-bromophenyl)-3-furan carboxylic acid), C(#N)[Cu] (CuCN), N1=CC=CC2=CC=CC=C12 (quinoline). The solvent is Cl (HCl). Reaction conditions: time 30 minute. The product is C(#N)C1=CC=C(C=C1)C=1OC(=CC1)C1=CC=C(C=C1)C#N (2,5-Bis[4-cyanophenyl]furan). The yield is 68.0%. RXN SMILES: Br[C:2]1[CH:7]=[CH:6][C:5]([C:8]2[O:9][C:10]([C:16]3[CH:21]=[CH:20][C:19](Br)=[CH:18][CH:17]=3)=[CH:11][C:12]=2C(O)=O)=[CH:4][CH:3]=1.[C:23]([Cu])#[N:24].[N:26]1C2C(=CC=CC=2)C=C[CH:27]=1>Cl>[C:27]([C:19]1[CH:18]=[CH:17][C:16]([C:10]2[O:9][C:8]([C:5]3[CH:4]=[CH:3][C:2]([C:23]#[N:24])=[CH:7][CH:6]=3)=[CH:12][CH:11]=2)=[CH:21][CH:20]=1)#[N:26]. Procedure details: A mixture of 2,5-bis(4-bromophenyl)-3-furan carboxylic acid 0.85 g (0.002 mole), CuCN 0.45 g (0.005 mole) in 10 ml freshly distilled quinoline is heated under reflux for 3 hours. The mixture is cooled and 100 ml dilute aqueous HCl is added and the mixture is stirred for 30 min. and filtered. The solid is washed with water and then with hexane. The resultant yellow solid is dissolved in acetone and passed through an alumina (neutral) column to yield a yellow crystalline solid 0.37 g (68%) having ... Starting materials: FC1=C(C=NO)C=CC(=C1)Br (2-Fluoro-4-bromo-benzaldehyde oxime), ClN1C(CCC1=O)=O (N-chlorosuccinimide). Solvent: CN(C)C=O (DMF). The product is FC1=C(C(Cl)=NO)C=CC(=C1)Br (2-fluoro-4-bromo-benzoyl chloride oxime). Yield: 81.4%. Reaction SMILES: [F:1][C:2]1[CH:10]=[C:9]([Br:11])[CH:8]=[CH:7][C:3]=1[CH:4]=[N:5][OH:6].[Cl:12]N1C(=O)CCC1=O>CN(C=O)C>[F:1][C:2]1[CH:10]=[C:9]([Br:11])[CH:8]=[CH:7][C:3]=1[C:4](=[N:5][OH:6])[Cl:12]. Reported procedure: In a fashion similar to that for preparation 14, 2-Fluoro-4-bromo-benzaldehyde oxime (2.77 g, 12.7 mmol), N-chlorosuccinimide (1.76 g, 13.2 mmol), and DMF (25 ml) gave 2-fluoro-4-bromo-benzoyl chloride oxime (2.61 g, 81%) after filtration through a plug of silica gel eluting with hexanes/Et2O.